From a dataset of the Open Reaction Database (ORD), a public repository of structured organic reaction records. describe an organic reaction: reactants, conditions, products, and yield As a reaction SMILES: [Br:25][CH:26]1[O:27][C:28](=[O:29])[c:30]2[cH:31][cH:32][cH:33][cH:34][c:35]21.[CH2:1]([CH3:2])[C:3]1([CH2:21][C:22](=[O:23])[OH:24])[O:4][CH2:5][CH2:6][c:7]2[c:8]1[nH:9][c:10]1[cH:11][c:12]([O:16][C:17]([F:18])([F:19])[F:20])[cH:13][cH:14][c:15]21.[CH2:36]1[O:37][CH2:38][CH2:39][CH2:40]1>>[CH2:1]([CH3:2])[C:3]1([CH2:21][C:22]([O:23][CH:26]2[O:27][C:28](=[O:29])[c:30]3[cH:31][cH:32][cH:33][cH:34][c:35]32)=[O:24])[O:4][CH2:5][CH2:6][c:7]2[c:8]1[nH:9][c:10]1[cH:11][c:12]([O:16][C:17]([F:18])([F:19])[F:20])[cH:13][cH:14][c:15]21. Reactants: O=C1OC(Br)c2ccccc21, CCC1(CC(=O)O)OCCc2c1[nH]c1cc(OC(F)(F)F)ccc21, C1CCOC1. The product is CCC1(CC(=O)OC2OC(=O)c3ccccc32)OCCc2c1[nH]c1cc(OC(F)(F)F)ccc21.